This data is from the Open Reaction Database (ORD), a public repository of structured organic reaction records. The task is: describe an organic reaction: reactants, conditions, products, and yield Yields the product O=C1NCc2c3c(c4[nH]c5ccccc5c4c21)Cc1ccc(-c2ccccc2)cc1-3. Reaction SMILES: [Br:1][c:2]1[cH:3][c:4]2[c:5]([cH:6][cH:7]1)[CH2:8][c:9]1[c:10]-2[c:11]2[c:12]([c:13]3[c:14]4[cH:15][cH:16][cH:17][cH:18][c:19]4[nH:20][c:21]13)[C:22](=[O:25])[NH:23][CH2:24]2.[O:35]=[CH:36][N:37]([CH3:38])[CH3:39].[OH:26][B:27]([OH:28])[c:29]1[cH:30][cH:31][cH:32][cH:33][cH:34]1>>[c:2]1(-[c:29]2[cH:30][cH:31][cH:32][cH:33][cH:34]2)[cH:3][c:4]2[c:5]([cH:6][cH:7]1)[CH2:8][c:9]1[c:10]-2[c:11]2[c:12]([c:13]3[c:14]4[cH:15][cH:16][cH:17][cH:18][c:19]4[nH:20][c:21]13)[C:22](=[O:25])[NH:23][CH2:24]2. Starting materials: O=C1NCc2c3c(c4[nH]c5ccccc5c4c21)Cc1ccc(Br)cc1-3, CN(C)C=O, OB(O)c1ccccc1. The reactants are [OH-].[Na+] (NaOH), mixed solution, [O-][Mn](=O)(=O)=O.[K+] (KMnO4), BrCCCCCOC1=NC2=C(N1C(=C)C)C=CC=C2 (2-(5-bromo-pentyloxy)-1-isopropenylbenzimidazole). Run in CC(C)(C)O (tBuOH). Yields the product BrCCCCCOC=1NC2=C(N1)C=CC=C2 (2-(5-bromo-pentyloxy)benzimidazole). Isolated yield 42.8%. RXN SMILES: [Br:1][CH2:2][CH2:3][CH2:4][CH2:5][CH2:6][O:7][C:8]1[N:12](C(C)=C)[C:11]2[CH:16]=[CH:17][CH:18]=[CH:19][C:10]=2[N:9]=1.[O-][Mn](=O)(=O)=O.[K+].[OH-].[Na+]>CC(O)(C)C>[Br:1][CH2:2][CH2:3][CH2:4][CH2:5][CH2:6][O:7][C:8]1[NH:12][C:11]2[CH:16]=[CH:17][CH:18]=[CH:19][C:10]=2[N:9]=1 |f:1.2,3.4|. Reported procedure: 1.2 g of the compound obtained in Example 13b was dissolved in 10 ml of tBuOH, slowly added dropwise with 30 ml of a mixed solution of KMnO4; (1.92 g) and 50 ml of 0.1 N NaOH, and stirred for 1 hour. The reaction mixture was extracted three times with chloroform. The solvent was evaporated under reduced pressure and the obtained residue was purified by silica gel column chromatography (ethyl acetate) to obtain 0.45 g of the title compound (yield: 43%).